From a dataset of the Open Reaction Database (ORD), a public repository of structured organic reaction records. describe an organic reaction: reactants, conditions, products, and yield Reactants: O=C([O-])O, ClCCCl, [Na+], CN(C)C=O, O=C(O)C1CC1, On1nnc2ccccc21, Nc1ccc2c(c1)c(-c1nc3ccccc3[nH]1)nn2C1CCCCO1. Yields the product O=C(Nc1ccc2c(c1)c(-c1nc3ccccc3[nH]1)nn2C1CCCCO1)C1CC1. As a reaction SMILES: [C:21](=[O:22])([OH:23])[O-:24].[CH2:17]([Cl:18])[CH2:19][Cl:20].[Na+:25].[O:51]=[CH:52][N:53]([CH3:54])[CH3:55].[OH:1][C:2](=[O:3])[CH:4]1[CH2:5][CH2:6]1.[OH:7][n:8]1[c:9]2[c:10]([cH:11][cH:12][cH:13][cH:14]2)[n:15][n:16]1.[nH:26]1[c:27](-[c:35]2[n:36][n:37]([CH:45]3[O:46][CH2:47][CH2:48][CH2:49][CH2:50]3)[c:38]3[cH:39][cH:40][c:41]([NH2:44])[cH:42][c:43]23)[n:28][c:29]2[c:30]1[cH:31][cH:32][cH:33][cH:34]2>>[O:1]=[C:2]([CH:4]1[CH2:5][CH2:6]1)[NH:44][c:41]1[cH:40][cH:39][c:38]2[n:37]([CH:45]3[O:46][CH2:47][CH2:48][CH2:49][CH2:50]3)[n:36][c:35](-[c:27]3[n:26][c:30]4[c:29]([nH:28]3)[cH:34][cH:33][cH:32][cH:31]4)[c:43]2[cH:42]1. The reactants are OC1=CC=C(C(=O)O)C=C1 (parahydroxybenzoic acid), OC1=CC=C(C(=O)O)C=C1 (parahydroxybenzoic acid). Solvent: CO (methanol), CO (methanol). Conditions: temperature 80 celsius. Yields the product O.OC1=CC=C(C(=O)O)C=C1 (parahydroxybenzoic acid monohydrate). The yield is 191.6%. RXN SMILES: [OH:1][C:2]1[CH:10]=[CH:9][C:5]([C:6]([OH:8])=[O:7])=[CH:4][CH:3]=1>CO>[OH2:1].[OH:1][C:2]1[CH:10]=[CH:9][C:5]([C:6]([OH:8])=[O:7])=[CH:4][CH:3]=1 |f:2.3|. Procedure details: Three hundred grams of parahydroxybenzoic acid and one thousand and five hundred grams of 10% aqueous methanol solution were put into a 2 L flask, and heated to 80° C. to give a 10% aqueous methanol solution containing parahydroxybenzoic acid. The solution was cooled to 25° C. at a rate of 0.5° C./min, and filtered by using a centrifuge at 25° C. As a result, 324.9 g of crystalline parahydroxybenzoic acid monohydrate was obtained. The water content measured by Karl Fischer's method was 16.6%. Th... Reactants: COC(=O)c1cc2cc(CC(C)NCC(O[Si](C)(C)C(C)(C)C)c3ccc(OCc4ccccc4)c(CO)c3)ccc2[nH]1, CCO, [H][H]. The product is COC(=O)c1cc2cc(CC(C)NCC(O[Si](C)(C)C(C)(C)C)c3ccc(O)c(CO)c3)ccc2[nH]1. Reaction SMILES: [CH2:1]([c:2]1[cH:3][cH:4][cH:5][cH:6][cH:7]1)[O:8][c:9]1[c:10]([CH2:42][OH:43])[cH:11][c:12]([CH:15]([CH2:16][NH:17][CH:18]([CH2:19][c:20]2[cH:21][c:22]3[cH:23][c:24]([C:29](=[O:30])[O:31][CH3:32])[nH:25][c:26]3[cH:27][cH:28]2)[CH3:33])[O:34][Si:35]([CH3:36])([CH3:37])[C:38]([CH3:39])([CH3:40])[CH3:41])[cH:13][cH:14]1.[CH3:46][CH2:47][OH:48].[H:44][H:45]>>[OH:8][c:9]1[c:10]([CH2:42][OH:43])[cH:11][c:12]([CH:15]([CH2:16][NH:17][CH:18]([CH2:19][c:20]2[cH:21][c:22]3[cH:23][c:24]([C:29](=[O:30])[O:31][CH3:32])[nH:25][c:26]3[cH:27][cH:28]2)[CH3:33])[O:34][Si:35]([CH3:36])([CH3:37])[C:38]([CH3:39])([CH3:40])[CH3:41])[cH:13][cH:14]1. Reactants: FC(COC1=NC(=NC(=C1)OCC(F)(F)F)NC(NC=1SC(=CC1)C(F)(F)F)=O)(F)F (3-(4,6-bis(2,2,2-trifluoroethoxy)pyrimidin-2-yl)-1-(5-(trifluoromethyl)thiophen-2-yl)urea), [H-].[Na+] (NaH), COCBr (bromomethyl methyl ether), O (H2O). The solvent is CN(C=O)C (dimethyl formamide), CN(C=O)C (DMF). Reaction conditions: time 2.5 hour. Yields the product COCN(C(NC=1SC(=CC1)C(F)(F)F)=O)C1=NC(=CC(=N1)OCC(F)(F)F)OCC(F)(F)F (3-(methoxymethyl)-3-(4,6-bis(2,2,2-trifluoroethoxy)pyrimidin-2-yl)-1-(5-(trifluoromethyl)thiophen-2-yl)urea), solid. Isolated yield 11.0%. As a reaction SMILES: [F:1][C:2]([F:31])([F:30])[CH2:3][O:4][C:5]1[CH:10]=[C:9]([O:11][CH2:12][C:13]([F:16])([F:15])[F:14])[N:8]=[C:7]([NH:17][C:18](=[O:29])[NH:19][C:20]2[S:21][C:22]([C:25]([F:28])([F:27])[F:26])=[CH:23][CH:24]=2)[N:6]=1.[H-].[Na+].[CH3:34][O:35][CH2:36]Br.O>CN(C)C=O>[CH3:34][O:35][CH2:36][N:17]([C:7]1[N:6]=[C:5]([O:4][CH2:3][C:2]([F:1])([F:30])[F:31])[CH:10]=[C:9]([O:11][CH2:12][C:13]([F:16])([F:15])[F:14])[N:8]=1)[C:18](=[O:29])[NH:19][C:20]1[S:21][C:22]([C:25]([F:26])([F:27])[F:28])=[CH:23][CH:24]=1 |f:1.2|. Procedure: To a solution of 3-(4,6-bis(2,2,2-trifluoroethoxy)pyrimidin-2-yl)-1-(5-(trifluoromethyl)thiophen-2-yl)urea (1) (150 mg, 0.31 mmol) in anhydrous dimethyl formamide (DMF, 1.5 mL) at ambient temperature was added NaH (6.6 mg, 0.28 mmol, 60% dispersion in mineral oil). After stirring 20 minutes a solution of bromomethyl methyl ether (35 mg, 0.28 mmol) in anhydrous DMF (0.5 mL) was added. After 2.5 h the reaction was judged complete by TLC analysis. To the reaction was carefully added H2O (2 mL). The... Reactants: CS(=O)(=O)Cl (methanesulfonyl chloride), NC=1C=C(OCC#N)C=CC1C ((3-Amino-4-methylphenoxy)-acetonitrile), C(C)(=O)OCC (ethyl acetate). Solvent: N1=CC=CC=C1 (pyridine). Run at temperature 5 celsius, time 1 hour. Product: C(#N)COC=1C=CC(=C(C1)NS(=O)(=O)C)C (N-(5-cyanomethoxy-2-methylphenyl)-methanesulfonamide). The yield is 90.9%. Reaction SMILES: [NH2:1][C:2]1[CH:3]=[C:4]([CH:9]=[CH:10][C:11]=1[CH3:12])[O:5][CH2:6][C:7]#[N:8].[CH3:13][S:14](Cl)(=[O:16])=[O:15].C(OCC)(=O)C>N1C=CC=CC=1>[C:7]([CH2:6][O:5][C:4]1[CH:9]=[CH:10][C:11]([CH3:12])=[C:2]([NH:1][S:14]([CH3:13])(=[O:16])=[O:15])[CH:3]=1)#[N:8]. Procedure: (3-Amino-4-methylphenoxy)-acetonitrile (2.6 g) was dissolved in 10 ml of pyridine, cooled in an ice bath; 2.29 g of methanesulfonyl chloride was added; and the reaction mixture was stirred at 5° C. for 1 hour. The mixture was poured into ethyl acetate, washed with hydrochloric acid, then water, dried, and evaporated giving 3.5 g of N-(5-cyanomethoxy-2-methylphenyl)-methanesulfonamide. ##STR66##